This data is from the Open Reaction Database (ORD), a public repository of structured organic reaction records. The task is: describe an organic reaction: reactants, conditions, products, and yield Starting materials: N1C=NC=C1 (imidazole), [H-].[Na+] (sodium hydride), FC1=CC=C(OC[C@H]2CCC[C@@H](O2)OC(CCCl)C2=CC=C(C=C2)F)C=C1 (trans-6-(4-fluorophenoxymethyl)-2-[3-chloro-1-(4-fluorophenyl)propoxy]tetrahydropyran). The solvent is CN(C=O)C (dimethylformamide), CN(C=O)C (dimethylformamide). Reaction conditions: time 6 hour. Product: FC1=CC=C(C=C1)C(CCN1C=NC=C1)O[C@@H]1O[C@H](CCC1)COC1=CC=C(C=C1)F (1-{3-(4-Fluorophenyl)-trans-3-[6-(4-fluorophenoxymethyl)tetrahydropyran-2-yloxy]propyl}imidazole). The yield is 46.7%. As a reaction SMILES: [NH:1]1[CH:5]=[CH:4][N:3]=[CH:2]1.[H-].[Na+].[F:8][C:9]1[CH:34]=[CH:33][C:12]([O:13][CH2:14][C@@H:15]2[O:20][C@@H:19]([O:21][CH:22]([C:26]3[CH:31]=[CH:30][C:29]([F:32])=[CH:28][CH:27]=3)[CH2:23][CH2:24]Cl)[CH2:18][CH2:17][CH2:16]2)=[CH:11][CH:10]=1>CN(C)C=O>[F:32][C:29]1[CH:28]=[CH:27][C:26]([CH:22]([O:21][C@H:19]2[CH2:18][CH2:17][CH2:16][C@H:15]([CH2:14][O:13][C:12]3[CH:33]=[CH:34][C:9]([F:8])=[CH:10][CH:11]=3)[O:20]2)[CH2:23][CH2:24][N:1]2[CH:5]=[CH:4][N:3]=[CH:2]2)=[CH:31][CH:30]=1 |f:1.2|. Reported procedure: A mixture of 56 mg of imidazole and 36 mg of 55% sodium hydride was stirred in 2 ml of dimethylformamide at 60°-70° C. for 30 minutes. The mixture was left to cool at room temperature, and then a solution of 218 mg of trans-6-(4-fluorophenoxymethyl)-2-[3-chloro-1-(4-fluorophenyl)propoxy]tetrahydropyran in 1 ml of dimethylformamide was added, and the mixture was heated, with stirring, at 80°-90° C. for 6 hours. At the end of this time, the mixture was treated and the product purified essentially ... The reactants are CCOC(=O)CCCOc1cccc(CCCCCCOc2cc(I)cc(S(C)(=O)=O)c2)c1CCC(=O)OCC, CCCC[Sn](CCCC)(CCCC)c1cscn1, Cc1ccccc1, CCOC(C)=O, c1ccc(P(c2ccccc2)(c2ccccc2)[Pd](P(c2ccccc2)(c2ccccc2)c2ccccc2)(P(c2ccccc2)(c2ccccc2)c2ccccc2)P(c2ccccc2)(c2ccccc2)c2ccccc2)cc1. Product: CCOC(=O)CCCOc1cccc(CCCCCCOc2cc(-c3cscn3)cc(S(C)(=O)=O)c2)c1CCC(=O)OCC. Reaction SMILES: [CH2:1]([CH3:2])[O:3][C:4]([CH2:5][CH2:6][CH2:7][O:8][c:9]1[c:10]([CH2:33][CH2:34][C:35](=[O:36])[O:37][CH2:38][CH3:39])[c:11]([CH2:15][CH2:16][CH2:17][CH2:18][CH2:19][CH2:20][O:21][c:22]2[cH:23][c:24]([I:32])[cH:25][c:26]([S:28](=[O:29])(=[O:30])[CH3:31])[cH:27]2)[cH:12][cH:13][cH:14]1)=[O:40].[CH2:41]([Sn:42]([CH2:43][CH2:44][CH2:45][CH3:51])([c:46]1[n:47][cH:48][s:49][cH:50]1)[CH2:52][CH2:53][CH2:54][CH3:55])[CH2:56][CH2:57][CH3:58].[CH3:59][c:60]1[cH:61][cH:62][cH:63][cH:64][cH:65]1.[CH3:66][CH2:67][O:68][C:69]([CH3:70])=[O:71].[cH:72]1[cH:73][cH:74][c:75]([P:76]([Pd:77]([P:78]([c:79]2[cH:80][cH:81][cH:82][cH:83][cH:84]2)([c:85]2[cH:86][cH:87][cH:88][cH:89][cH:90]2)[c:91]2[cH:92][cH:93][cH:94][cH:95][cH:96]2)([P:97]([c:98]2[cH:99][cH:100][cH:101][cH:102][cH:103]2)([c:104]2[cH:105][cH:106][cH:107][cH:108][cH:109]2)[c:110]2[cH:111][cH:112][cH:113][cH:114][cH:115]2)[P:116]([c:117]2[cH:118][cH:119][cH:120][cH:121][cH:122]2)([c:123]2[cH:124][cH:125][cH:126][cH:127][cH:128]2)[c:129]2[cH:130][cH:131][cH:132][cH:133][cH:134]2)([c:135]2[cH:136][cH:137][cH:138][cH:139][cH:140]2)[c:141]2[cH:142][cH:143][cH:144][cH:145][cH:146]2)[cH:147][cH:148]1>>[CH2:1]([CH3:2])[O:3][C:4]([CH2:5][CH2:6][CH2:7][O:8][c:9]1[c:10]([CH2:33][CH2:34][C:35](=[O:36])[O:37][CH2:38][CH3:39])[c:11]([CH2:15][CH2:16][CH2:17][CH2:18][CH2:19][CH2:20][O:21][c:22]2[cH:23][c:24](-[c:46]3[n:47][cH:48][s:49][cH:50]3)[cH:25][c:26]([S:28](=[O:29])(=[O:30])[CH3:31])[cH:27]2)[cH:12][cH:13][cH:14]1)=[O:40]. Reactants: N1=CC=C(C2=CC=CC=C12)C(=O)O (4-quinoline carboxylic acid), steel. Reagents/catalysts: [Rh] (Rh/Al2O3). The solvent is C(C)(=O)O (acetic acid). Product: N1CCC(C2CCCCC12)C(=O)O (4-decahydroquinoline carboxylic acid). The yield is 88.8%. Reaction SMILES: [N:1]1[C:10]2[C:5](=[CH:6][CH:7]=[CH:8][CH:9]=2)[C:4]([C:11]([OH:13])=[O:12])=[CH:3][CH:2]=1>C(O)(=O)C.[Rh]>[NH:1]1[CH:10]2[CH:5]([CH2:6][CH2:7][CH2:8][CH2:9]2)[CH:4]([C:11]([OH:13])=[O:12])[CH2:3][CH2:2]1. Procedure details: A solution of 4-quinoline carboxylic acid (1.5 g., 8.6 mmoles) in acetic acid (30 ml) containing 5% Rh/Al2O3 (400 mg) was reduced (4.2 kg, 85° C.) in a steel bomb for 15 hours. After cooling, the catalyst was filtered and the solvent was evaporated to dryness. The residue was triturated with EtOH/Et2O (50/50), filtered and washed with a minimum of Et2O to give pure 4-decahydroquinoline carboxylic acid (1.4 g, 90%) as white crystals, mp >300° C., see Burckhardt, Helferick, L. Wissel, J. Prak. Chi... Starting materials: CCCc1nn(C)c2c(=O)[nH]c(-c3ccccc3OCC)nc12, O, O=[N+]([O-])O, O=S(=O)(O)O. Product: CCCc1nn(C)c2c(=O)[nH]c(-c3cc([N+](=O)[O-])ccc3OCC)nc12. Reaction SMILES: [CH2:5]([CH3:6])[O:7][c:8]1[c:9](-[c:14]2[nH:15][c:16](=[O:27])[c:17]3[c:18]([n:19]2)[c:20]([CH2:24][CH2:25][CH3:26])[n:21][n:22]3[CH3:23])[cH:10][cH:11][cH:12][cH:13]1.[OH2:28].[OH:1][N+:2]([O-:3])=[O:4].[S:29](=[O:30])(=[O:31])([OH:32])[OH:33]>>[O-:1][N+:2](=[O:4])[c:11]1[cH:10][c:9](-[c:14]2[nH:15][c:16](=[O:27])[c:17]3[c:18]([n:19]2)[c:20]([CH2:24][CH2:25][CH3:26])[n:21][n:22]3[CH3:23])[c:8]([O:7][CH2:5][CH3:6])[cH:13][cH:12]1. The reactants are IC1=CN=C2N1N=CC(=C2)C=2C=C(C(=O)OC)C=CC2 (methyl 3-(3-iodoimidazo[1,2-b]pyridazin-7-yl)benzoate), CC1(OB(OC1(C)C)C=1C=C(C=CC1)NC(=O)NCC(F)(F)F)C (N-[3-(4,4,5,5-tetramethyl-1,3,2-dioxaborolan-2-yl)phenyl]-N′-(2,2,2-trifluoroethyl)urea), C([O-])([O-])=O.[Na+].[Na+] (sodium carbonate). Reagents/catalysts: Cl[Pd](P(C(C)(C)C)(C(C)(C)C)C1=CC=C(C=C1)N(C)C)(P(C1=CC=C(C=C1)N(C)C)(C(C)(C)C)C(C)(C)C)Cl (Dichloro(bis{di-tert-butyl[4-(dimethylamino)phenyl]phosphoranyl})palladium). Run in O1CCOCC1 (1,4-dioxane), O (water). Run at temperature 100 celsius, time 8 hour. The product is FC(CNC(=O)NC=1C=C(C=CC1)C1=CN=C2N1N=CC(=C2)C=2C=C(C(=O)OC)C=CC2)(F)F (methyl 3-{3-[3-({[(2,2,2-trifluoroethyl)amino]carbonyl}amino)phenyl]imidazo[1,2-b]pyridazin-7-yl}benzoate). Yield: 59.9%. As a reaction SMILES: I[C:2]1[N:6]2[N:7]=[CH:8][C:9]([C:11]3[CH:12]=[C:13]([CH:18]=[CH:19][CH:20]=3)[C:14]([O:16][CH3:17])=[O:15])=[CH:10][C:5]2=[N:4][CH:3]=1.CC1(C)C(C)(C)OB([C:29]2[CH:30]=[C:31]([NH:35][C:36]([NH:38][CH2:39][C:40]([F:43])([F:42])[F:41])=[O:37])[CH:32]=[CH:33][CH:34]=2)O1.C(=O)([O-])[O-].[Na+].[Na+]>O1CCOCC1.O.Cl[Pd](Cl)(P(C(C)(C)C)(C(C)(C)C)C1C=CC(N(C)C)=CC=1)P(C1C=CC(N(C)C)=CC=1)(C(C)(C)C)C(C)(C)C>[F:41][C:40]([F:42])([F:43])[CH2:39][NH:38][C:36]([NH:35][C:31]1[CH:32]=[C:33]([C:2]2[N:6]3[N:7]=[CH:8][C:9]([C:11]4[CH:12]=[C:13]([CH:18]=[CH:19][CH:20]=4)[C:14]([O:16][CH3:17])=[O:15])=[CH:10][C:5]3=[N:4][CH:3]=2)[CH:34]=[CH:29][CH:30]=1)=[O:37] |f:2.3.4|. Reported procedure: Dichloro(bis{di-tert-butyl[4-(dimethylamino)phenyl]phosphoranyl})palladium (6.7 mg, 0.0095 mmol) was added to a mixture of methyl 3-(3-iodoimidazo[1,2-b]pyridazin-7-yl)benzoate (0.12 g, 0.32 mmol), N-[3-(4,4,5,5-tetramethyl-1,3,2-dioxaborolan-2-yl)phenyl]-N′-(2,2,2-trifluoroethyl)urea (140 mg, 0.41 mmol) and sodium carbonate (67 mg, 0.63 mmol) in 1,4-dioxane (3 mL) and water (0.3 mL) and then the reaction vessel was evacuated under reduced pressure and refilled with nitrogen 3 times. The reactio... Reactants: [Br-], O=C(O)c1ccc(CC[P+](c2ccccc2)(c2ccccc2)c2ccccc2)cc1, O=Cc1ncccc1OCc1ccccc1, C1CCOC1, C[Si](C)(C)[N-][Si](C)(C)C, [Li+]. Product: O=C(O)c1ccc(CC=Cc2ncccc2OCc2ccccc2)cc1. Reaction SMILES: [Br-:1].[C:2](=[O:3])([OH:4])[c:5]1[cH:6][cH:7][c:8]([CH2:11][CH2:12][P+:13]([c:14]2[cH:15][cH:16][cH:17][cH:18][cH:19]2)([c:20]2[cH:21][cH:22][cH:23][cH:24][cH:25]2)[c:26]2[cH:27][cH:28][cH:29][cH:30][cH:31]2)[cH:9][cH:10]1.[CH2:42]([c:43]1[cH:44][cH:45][cH:46][cH:47][cH:48]1)[O:49][c:50]1[c:51]([CH:56]=[O:57])[n:52][cH:53][cH:54][cH:55]1.[CH2:58]1[O:59][CH2:60][CH2:61][CH2:62]1.[CH3:32][Si:33]([N-:34][Si:35]([CH3:36])([CH3:37])[CH3:38])([CH3:39])[CH3:40].[Li+:41]>>[C:2](=[O:3])([OH:4])[c:5]1[cH:6][cH:7][c:8]([CH2:11][CH:12]=[CH:56][c:51]2[c:50]([O:49][CH2:42][c:43]3[cH:44][cH:45][cH:46][cH:47][cH:48]3)[cH:55][cH:54][cH:53][n:52]2)[cH:9][cH:10]1. The reactants are COC(=O)c1cc(OC)c(OCCCl)cc1[N+](=O)[O-], CCOC(C)=O. The product is COC(=O)c1cc(OC)c(OCCCl)cc1N. RXN SMILES: [CH3:1][O:2][C:3]([c:4]1[c:5]([N+:16]([O-:17])=[O:18])[cH:6][c:7]([O:12][CH2:13][CH2:14][Cl:15])[c:8]([O:10][CH3:11])[cH:9]1)=[O:19].[CH3:20][CH2:21][O:22][C:23](=[O:24])[CH3:25]>>[CH3:1][O:2][C:3]([c:4]1[c:5]([NH2:16])[cH:6][c:7]([O:12][CH2:13][CH2:14][Cl:15])[c:8]([O:10][CH3:11])[cH:9]1)=[O:19].